From a dataset of the Open Reaction Database (ORD), a public repository of structured organic reaction records. describe an organic reaction: reactants, conditions, products, and yield Starting materials: C (Norit), C (charcoal), C(=O)([O-])[O-].[K+].[K+] (K2CO3), O1COC2=C1C=CC(=C2)[C@@H]2C(=C(C1=CC(=CC=C21)OCCC)OS(=O)(=O)F)C(=O)OC ((S)-methyl 1-(1,3-benzodioxol-5-yl)-3-[(fluorosulfonyl)oxy]-5-propoxy-1H-indene-2-carboxylate), COC1=CC(=C(C=C1)B(O)O)OCC1=CC=CC=C1 ([4-methoxy-2-(phenylmethoxy)phenyl]boronic acid), COC1=CC(=C(C=C1)B(O)O)OCC1=CC=CC=C1 ([4-methoxy-2-(phenylmethoxy)phenyl]boronic acid). Reagents/catalysts: C1=CC=C(C=C1)P([C-]2C=CC=C2)C3=CC=CC=C3.C1=CC=C(C=C1)P([C-]2C=CC=C2)C3=CC=CC=C3.Cl[Pd]Cl.[Fe+2] (Pd(dppf)Cl2). The solvent is CCO (EtOH), C1(=CC=CC=C1)C (toluene). Run at time 0.5 hour. The product is COC(=O)C=1[C@H](C2=CC=C(C=C2C1C1=C(C=C(C=C1)OC)OCC1=CC=CC=C1)OCCC)C1=CC2=C(OCO2)C=C1 ((S)-methyl-1-(1,3-benzodioxol-5-yl)-3-[4-methoxy-2-(phenylmethoxy)phenyl]-5-propoxy-1H-indene-2-carboxylate). Isolated yield 99.6%. RXN SMILES: [O:1]1[C:5]2[CH:6]=[CH:7][C:8]([C@H:10]3[C:18]4[C:13](=[CH:14][C:15]([O:19][CH2:20][CH2:21][CH3:22])=[CH:16][CH:17]=4)[C:12](OS(F)(=O)=O)=[C:11]3[C:28]([O:30][CH3:31])=[O:29])=[CH:9][C:4]=2[O:3][CH2:2]1.[CH3:32][O:33][C:34]1[CH:39]=[CH:38][C:37](B(O)O)=[C:36]([O:43][CH2:44][C:45]2[CH:50]=[CH:49][CH:48]=[CH:47][CH:46]=2)[CH:35]=1.C([O-])([O-])=O.[K+].[K+].C>C1C=CC(P(C2C=CC=CC=2)[C-]2C=CC=C2)=CC=1.C1C=CC(P(C2C=CC=CC=2)[C-]2C=CC=C2)=CC=1.Cl[Pd]Cl.[Fe+2].CCO.C1(C)C=CC=CC=1>[CH3:31][O:30][C:28]([C:11]1[C@@H:10]([C:8]2[CH:7]=[CH:6][C:5]3[O:1][CH2:2][O:3][C:4]=3[CH:9]=2)[C:18]2[C:13]([C:12]=1[C:37]1[CH:38]=[CH:39][C:34]([O:33][CH3:32])=[CH:35][C:36]=1[O:43][CH2:44][C:45]1[CH:46]=[CH:47][CH:48]=[CH:49][CH:50]=1)=[CH:14][C:15]([O:19][CH2:20][CH2:21][CH3:22])=[CH:16][CH:17]=2)=[O:29] |f:2.3.4,6.7.8.9|. Procedure: A 50 mL three-necked flask under nitrogen was charged with (S)-methyl 1-(1,3-benzodioxol-5-yl)-3-[(fluorosulfonyl)oxy]-5-propoxy-1H-indene-2-carboxylate (600 mg, 1.3 mmol), [4-methoxy-2-(phenylmethoxy)phenyl]boronic acid (Compound (u)) (330 mg, 1.4 mmol), toluene (16 mL), EtOH (2 mL), and Pd(dppf)Cl2 catalyst (4.8 mg, 0.005 mmol). The mixture was stirred for 0.5 h at room temperature followed by the addition of 1.3 M K2CO3 solution (2.0 mL, 2.6 mmol) and heated to 70° C. for 45 min. The mixture ... The reactants are CC(C1=CC=CC=C1)N (α-methylbenzylamine), C=O (paraformaldehyde), C(C)(=O)O (acetic acid), C(C1=CC=CC=C1)N1CCC(CC1)=O (1-benzyl-4-piperidone). Run in CO (MeOH). Product: C1C2CNCC1CNC2 (bispidine), crude yellow oil. Yield: 90.0%. As a reaction SMILES: C[CH:2]([NH2:9])[C:3]1[CH:8]=[CH:7][CH:6]=C[CH:4]=1.C=O.C(O)(=O)C.[CH2:16]([N:23]1CCC(=O)CC1)C1C=CC=CC=1>CO>[CH2:8]1[CH:7]2[CH2:6][NH:9][CH2:2][CH:3]1[CH2:4][NH:23][CH2:16]2. Procedure details: A mixture of α-methylbenzylamine (10.7 g, 0.088 mol), paraformaldehyde (21.1 g, 0.703 mol), acetic acid (10.2 mL, 0.179 mol) and 1-benzyl-4-piperidone (16.7 g, 0.088 mol) in MeOH (418 mL) was heated at reflux overnight. Upon cooling to room temperature the solvents were removed in vacuo. Water (700 mL) and KOH pellets (11.7 g, 0.209 mol) were added and the mixture was extracted with 3×150 mL CH2Cl2. The organic layer was dried (K2CO3), filtered and the solvent was removed in vacuo. The yellow re... Reactants: C(CCCCCCCCCCCCCCC)NCCN (N-hexadecylethylenediamine), C(CC(=O)C)(=O)OCC (ethyl acetoacetate). Product: C(CCCCCCCCCCCCCCC)N1CCN=C(CC1=O)C (4-hexadecyl-7-methyl-3,6-dihydro-2H-1,4-diazepin-5-one). RXN SMILES: [CH2:1]([NH:17][CH2:18][CH2:19][NH2:20])[CH2:2][CH2:3][CH2:4][CH2:5][CH2:6][CH2:7][CH2:8][CH2:9][CH2:10][CH2:11][CH2:12][CH2:13][CH2:14][CH2:15][CH3:16].[C:21](OCC)(=[O:26])[CH2:22][C:23]([CH3:25])=O>>[CH2:1]([N:17]1[C:21](=[O:26])[CH2:22][C:23]([CH3:25])=[N:20][CH2:19][CH2:18]1)[CH2:2][CH2:3][CH2:4][CH2:5][CH2:6][CH2:7][CH2:8][CH2:9][CH2:10][CH2:11][CH2:12][CH2:13][CH2:14][CH2:15][CH3:16]. Reported procedure: Into an apparatus similar to that in Example 1, were charged 284.1 g (1 mole) of N-hexadecylethylenediamine and 130.1 g (1 mole) of ethyl acetoacetate. At 160° to 170° C., 18 g of water and 46 g of ethanol were distilled off to obtain 4-hexadecyl-7-methyl-3,6-dihydro-2H-1,4-diazepin-5-one.